describe an organic reaction: reactants, conditions, products, and yield From a dataset of the Open Reaction Database (ORD), a public repository of structured organic reaction records. The reactants are O=C(O)c1cc(Br)cc([N+](=O)[O-])c1, C1CCOC1, CN, CCOCC, [Cl-], O=C(Cl)C(=O)Cl, ClCCl, CN(C)C=O. The product is CNC(=O)c1cc(Br)cc([N+](=O)[O-])c1. Reaction SMILES: [Br:1][c:2]1[cH:3][c:4]([C:5](=[O:6])[OH:7])[cH:8][c:9]([N+:11](=[O:12])[O-:13])[cH:10]1.[CH2:26]1[O:27][CH2:28][CH2:29][CH2:30]1.[CH3:20][NH2:21].[CH3:31][CH2:32][O:33][CH2:34][CH3:35].[Cl-:22].[Cl:14][C:15]([C:16]([Cl:17])=[O:18])=[O:19].[Cl:23][CH2:24][Cl:25].[O:36]=[CH:37][N:38]([CH3:39])[CH3:40]>>[Br:1][c:2]1[cH:3][c:4]([C:5](=[O:6])[NH:21][CH3:20])[cH:8][c:9]([N+:11](=[O:12])[O-:13])[cH:10]1. Reactants: O=C([O-])O, NC(=O)c1ncn2ccsc12, ClCCl, [Na+], O=P(Cl)(Cl)Cl. The product is N#Cc1ncn2ccsc12. As a reaction SMILES: [C:17](=[O:18])([O-:19])[OH:20].[C:1]([NH2:2])(=[O:3])[c:4]1[n:5][cH:6][n:7]2[c:8]1[s:9][cH:10][cH:11]2.[Cl:22][CH2:23][Cl:24].[Na+:21].[P:12]([Cl:13])([Cl:14])([Cl:15])=[O:16]>>[C:1](#[N:2])[c:4]1[n:5][cH:6][n:7]2[c:8]1[s:9][cH:10][cH:11]2. The reactants are O=C(Nc1ccc(C(=O)N2CCC=Cc3ccccc32)cc1)c1ccccc1Cl, O=C(OO)c1cccc(Cl)c1, ClCCl. Product: O=C(Nc1ccc(C(=O)N2CCC3OC3c3ccccc32)cc1)c1ccccc1Cl. As a reaction SMILES: [Cl:1][c:2]1[c:3]([C:4](=[O:5])[NH:6][c:7]2[cH:8][cH:9][c:10]([C:11](=[O:12])[N:13]3[CH2:14][CH2:15][CH:16]=[CH:17][c:18]4[c:19]3[cH:20][cH:21][cH:22][cH:23]4)[cH:24][cH:25]2)[cH:26][cH:27][cH:28][cH:29]1.[Cl:30][c:31]1[cH:32][cH:33][cH:34][c:35]([C:36]([O:37][OH:39])=[O:38])[cH:40]1.[Cl:41][CH2:42][Cl:43]>>[Cl:1][c:2]1[c:3]([C:4](=[O:5])[NH:6][c:7]2[cH:8][cH:9][c:10]([C:11](=[O:12])[N:13]3[CH2:14][CH2:15][CH:16]4[CH:17]([c:18]5[c:19]3[cH:20][cH:21][cH:22][cH:23]5)[O:38]4)[cH:24][cH:25]2)[cH:26][cH:27][cH:28][cH:29]1. Reactants: FC1=CC(=C(CN)C=C1)C(F)(F)F (4-fluoro-2-trifluoromethylbenzylamine), ClC(Cl)(OC(OC(Cl)(Cl)Cl)=O)Cl (triphosgene), [N-]=C=O (isocyanate), compound 1b. Solvent: CCOC(=O)C (AcOEt), CCOC(=O)C (AcOEt), petroleum ether, CN(C)C=O (DMF). Conditions: temperature 80 celsius. The product is FC1=CC(=C(CNC(=O)NC2=CC=CC3=C2NC(O3)=O)C=C1)C(F)(F)F (1-(4-fluoro-2-(trifluoromethyl)benzyl)-3-(2,3-dihydro-2-oxobenzo[d]oxazol-4-yl)urea). The yield is 10.0%. RXN SMILES: [F:1][C:2]1[CH:9]=[CH:8][C:5]([CH2:6][NH2:7])=[C:4]([C:10]([F:13])([F:12])[F:11])[CH:3]=1.ClC(Cl)(O[C:18](=[O:24])[O:19][C:20](Cl)(Cl)Cl)Cl.[N-:26]=[C:27]=[O:28]>CCOC(C)=O.CN(C=O)C>[F:1][C:2]1[CH:9]=[CH:8][C:5]([CH2:6][NH:7][C:27]([NH:26][C:5]2[C:6]3[NH:7][C:18](=[O:24])[O:19][C:20]=3[CH:2]=[CH:3][CH:4]=2)=[O:28])=[C:4]([C:10]([F:11])([F:12])[F:13])[CH:3]=1. Reported procedure: Commercially available 4-fluoro-2-trifluoromethylbenzylamine (0.5 ml, 3.7 mmol) was dissolved in 20 ml of AcOEt and at 0° C. triphosgene (1.12 g, 3.7 mmol) was added to the solution. The mixture was warmed at 80° C. for 4 hours then evaporated and the residue was dissolved in 5 ml of DMF. The solution of the isocyanate was added dropwise to a solution in DMF (5 ml) of compound 1b (360 mg, 2.4 mmol) and the mixture was warmed at 80° C. for 8 hours. (TLC AcOEt 4/petroleum ether 6). The solvent was... The reactants are OBO, CCOC(=O)C=Cc1ccc(Br)cc1, Clc1cccc(Cl)c1. The product is CCOC(=O)C=Cc1ccc(-c2cc(Cl)cc(Cl)c2)cc1. RXN SMILES: [BH:15]([OH:16])[OH:17].[Br:1][c:2]1[cH:3][cH:4][c:5]([CH:8]=[CH:9][C:10](=[O:11])[O:12][CH2:13][CH3:14])[cH:6][cH:7]1.[Cl:18][c:19]1[cH:20][cH:21][cH:22][c:23]([Cl:25])[cH:24]1>>[c:2]1(-[c:21]2[cH:20][c:19]([Cl:18])[cH:24][c:23]([Cl:25])[cH:22]2)[cH:3][cH:4][c:5]([CH:8]=[CH:9][C:10](=[O:11])[O:12][CH2:13][CH3:14])[cH:6][cH:7]1. Reactants: COC=1C=C(C=O)C=C(C1OC)OC (3,4,5-trimethoxybenzaldehyde), CN(CCCN)C (3-dimethylaminopropylamine). Run in C1=CC=CC=C1 (benzene). The product is CN(CCCN=CC1=CC(=C(C(=C1)OC)OC)OC)C (N,N-Dimethyl-N'-[(3,4,5-trimethoxyphenyl)methylene]-1,3-propanediamine). Isolated yield 94.0%. Reaction SMILES: [CH3:1][O:2][C:3]1[CH:4]=[C:5]([CH:8]=[C:9]([O:13][CH3:14])[C:10]=1[O:11][CH3:12])[CH:6]=O.[CH3:15][N:16]([CH3:21])[CH2:17][CH2:18][CH2:19][NH2:20]>C1C=CC=CC=1>[CH3:15][N:16]([CH3:21])[CH2:17][CH2:18][CH2:19][N:20]=[CH:6][C:5]1[CH:4]=[C:3]([O:2][CH3:1])[C:10]([O:11][CH3:12])=[C:9]([O:13][CH3:14])[CH:8]=1. Procedure details: Interaction of 21 g of 3,4,5-trimethoxybenzaldehyde with 11 g of 3-dimethylaminopropylamine in 80 ml. of benzene following the procedure described in Example 1 yields 28.2 g of product as an oil, boiling point 162°-167° C. at 0.4-0.5 mm. of Hg. Starting materials: COC1=C(C=C2NC=C(CCN)C2=C1)F (5-methoxy-6-fluorotryptamine), N1=CC=CC=C1 (pyridine), C(C)(=O)OC(C)=O (Acetic anhydride). Solvent: C1=CC=CC=C1 (benzene). Reaction conditions: time 4 hour. Yields the product COC=1C=C2C(=CNC2=CC1F)CCNC(C)=O (N-[2-(5-methoxy-6-fluoroindol-3-yl)ethyl]acetamide). Yield: 90.0%. Reaction SMILES: [CH3:1][O:2][C:3]1[CH:14]=[C:13]2[C:6]([NH:7][CH:8]=[C:9]2[CH2:10][CH2:11][NH2:12])=[CH:5][C:4]=1[F:15].N1C=CC=CC=1.[C:22](OC(=O)C)(=[O:24])[CH3:23]>C1C=CC=CC=1>[CH3:1][O:2][C:3]1[CH:14]=[C:13]2[C:6](=[CH:5][C:4]=1[F:15])[NH:7][CH:8]=[C:9]2[CH2:10][CH2:11][NH:12][C:22](=[O:24])[CH3:23]. Procedure details: A mixture of 0.75 grams (3.6 mmole) of the tryptamine, 2.0 ml. of pyridine, and 8.0 ml. of benzene was prepared. Acetic anhydride (1.0 ml.) was slowly added. The mixture was stirred at room temperature for 4 hours, and the solvents then were removed in vacuo with moderate heating. The resulting crystalline residue was dissolved in a 1:1 mixture of warm ethyl acetate and chloroform. The solution was washed with water, then with sodium chloride solution, and then dried over sodium sulfate. The sol...